This data is from the Open Reaction Database (ORD), a public repository of structured organic reaction records. The task is: describe an organic reaction: reactants, conditions, products, and yield Starting materials: CC(C)c1nn(Cc2ccc(Br)cc2F)c(=O)c(C(=O)NCC(=O)O)c1O, O=C([O-])[O-], C1COCCO1, Cl, [K+], [K+], O, OB(O)c1ccccc1, c1ccc(P(c2ccccc2)(c2ccccc2)[Pd](P(c2ccccc2)(c2ccccc2)c2ccccc2)(P(c2ccccc2)(c2ccccc2)c2ccccc2)P(c2ccccc2)(c2ccccc2)c2ccccc2)cc1. The product is CC(C)c1nn(Cc2ccc(-c3ccccc3)cc2F)c(=O)c(C(=O)NCC(=O)O)c1O. RXN SMILES: [Br:1][c:2]1[cH:3][c:4]([F:27])[c:5]([CH2:8][n:9]2[n:10][c:11]([CH:24]([CH3:25])[CH3:26])[c:12]([OH:23])[c:13]([C:16](=[O:17])[NH:18][CH2:19][C:20](=[O:21])[OH:22])[c:14]2=[O:15])[cH:6][cH:7]1.[C:37](=[O:38])([O-:39])[O-:40].[CH2:122]1[O:123][CH2:124][CH2:125][O:126][CH2:127]1.[ClH:43].[K+:41].[K+:42].[OH2:44].[OH:28][B:29]([OH:30])[c:31]1[cH:32][cH:33][cH:34][cH:35][cH:36]1.[cH:45]1[cH:46][cH:47][c:48]([P:49]([Pd:50]([P:51]([c:52]2[cH:53][cH:54][cH:55][cH:56][cH:57]2)([c:58]2[cH:59][cH:60][cH:61][cH:62][cH:63]2)[c:64]2[cH:65][cH:66][cH:67][cH:68][cH:69]2)([P:70]([c:71]2[cH:72][cH:73][cH:74][cH:75][cH:76]2)([c:77]2[cH:78][cH:79][cH:80][cH:81][cH:82]2)[c:83]2[cH:84][cH:85][cH:86][cH:87][cH:88]2)[P:89]([c:90]2[cH:91][cH:92][cH:93][cH:94][cH:95]2)([c:96]2[cH:97][cH:98][cH:99][cH:100][cH:101]2)[c:102]2[cH:103][cH:104][cH:105][cH:106][cH:107]2)([c:108]2[cH:109][cH:110][cH:111][cH:112][cH:113]2)[c:114]2[cH:115][cH:116][cH:117][cH:118][cH:119]2)[cH:120][cH:121]1>>[c:2]1(-[c:31]2[cH:32][cH:33][cH:34][cH:35][cH:36]2)[cH:3][c:4]([F:27])[c:5]([CH2:8][n:9]2[n:10][c:11]([CH:24]([CH3:25])[CH3:26])[c:12]([OH:23])[c:13]([C:16](=[O:17])[NH:18][CH2:19][C:20](=[O:21])[OH:22])[c:14]2=[O:15])[cH:6][cH:7]1. Reaction SMILES: [C:44](=[O:45])([O-:46])[O-:47].[CH3:50][N:51]([CH3:52])[CH:53]=[O:54].[Cl:20][CH2:21][c:22]1[cH:23][c:24]([O:42][CH3:43])[c:25]([O:26][CH2:27][c:28]2[n:29][c:30](-[c:34]3[cH:35][cH:36][cH:37][cH:38][cH:39]3)[o:31][c:32]2[CH3:33])[cH:40][cH:41]1.[K+:48].[K+:49].[OH2:55].[OH:1][c:2]1[n:3][n:4](-[c:14]2[cH:15][cH:16][cH:17][cH:18][cH:19]2)[c:5]([CH2:7][CH2:8][C:9](=[O:10])[O:11][CH2:12][CH3:13])[cH:6]1>>[O:1]([c:2]1[n:3][n:4](-[c:14]2[cH:15][cH:16][cH:17][cH:18][cH:19]2)[c:5]([CH2:7][CH2:8][C:9](=[O:10])[O:11][CH2:12][CH3:13])[cH:6]1)[CH2:21][c:22]1[cH:23][c:24]([O:42][CH3:43])[c:25]([O:26][CH2:27][c:28]2[n:29][c:30](-[c:34]3[cH:35][cH:36][cH:37][cH:38][cH:39]3)[o:31][c:32]2[CH3:33])[cH:40][cH:41]1. Product: CCOC(=O)CCc1cc(OCc2ccc(OCc3nc(-c4ccccc4)oc3C)c(OC)c2)nn1-c1ccccc1. The reactants are O=C([O-])[O-], CN(C)C=O, COc1cc(CCl)ccc1OCc1nc(-c2ccccc2)oc1C, [K+], [K+], O, CCOC(=O)CCc1cc(O)nn1-c1ccccc1. Reaction SMILES: [Cl:1][C:2]1[CH:10]=[CH:9][C:8]2[NH:7][C:6]3[CH2:11][CH2:12][N:13]([CH3:15])[CH2:14][C:5]=3[C:4]=2[CH:3]=1.[CH:16]([NH:19][C:20]1[CH:25]=[CH:24][C:23]([CH:26]=[CH2:27])=[CH:22][N:21]=1)([CH3:18])[CH3:17].[OH-].[K+]>CN1C(=O)CCC1>[Cl:1][C:2]1[CH:10]=[CH:9][C:8]2[N:7]([CH2:27][CH2:26][C:23]3[CH:24]=[CH:25][C:20]([NH:19][CH:16]([CH3:17])[CH3:18])=[N:21][CH:22]=3)[C:6]3[CH2:11][CH2:12][N:13]([CH3:15])[CH2:14][C:5]=3[C:4]=2[CH:3]=1 |f:2.3|. Procedure details: The title compound is prepared from a mixture of 8-chloro-2,3,4,5-tetrahydro-2-methyl-1H-pyrido[4,3-b]indole, N-isopropyl-5-vinylpyridin-2-amine and KOH (5-7 equiv) in NMP at a temperature ranging between 25 deg C. to 100 deg C. The product obtained is isolated by preparative HPLC. The product is ClC1=CC=2C3=C(N(C2C=C1)CCC=1C=CC(=NC1)NC(C)C)CCN(C3)C (5-(2-(8-chloro-1,2,3,4-tetrahydro-2-methylpyrido[4,3-b]indol-5-yl)ethyl)-N-isopropylpyridin-2-amine). Reactants: ClC1=CC=2C3=C(NC2C=C1)CCN(C3)C (8-chloro-2,3,4,5-tetrahydro-2-methyl-1H-pyrido[4,3-b]indole), C(C)(C)NC1=NC=C(C=C1)C=C (N-isopropyl-5-vinylpyridin-2-amine), [OH-].[K+] (KOH). Run in CN1CCCC1=O (NMP). Reactants: Cc1cccc(-c2cccc(C)n2)n1, ClC(Cl)Cl, O=C(OO)c1cccc(Cl)c1, c1ccc(-c2ccccn2)nc1. Product: Cc1cccc(-c2cccc(C)[n+]2[O-])n1. RXN SMILES: [CH3:1][c:2]1[cH:3][cH:4][cH:5][c:6](-[c:8]2[n:9][c:10]([CH3:14])[cH:11][cH:12][cH:13]2)[n:7]1.[CH:38]([Cl:39])([Cl:40])[Cl:41].[Cl:15][c:16]1[cH:17][cH:18][cH:19][c:20]([C:21]([O:22][OH:24])=[O:23])[cH:25]1.[n:26]1[cH:27][cH:28][cH:29][cH:30][c:31]1-[c:32]1[cH:33][cH:34][cH:35][cH:36][n:37]1>>[CH3:1][c:2]1[cH:3][cH:4][cH:5][c:6](-[c:8]2[n+:9]([O-:23])[c:10]([CH3:14])[cH:11][cH:12][cH:13]2)[n:7]1. The reactants are Cl, CC(C)(C)OC(=O)N1CCN(c2ccc(COCCF)cc2)CC1, C1COCCO1. Yields the product Cl, FCCOCc1ccc(N2CCNCC2)cc1. RXN SMILES: [ClH:25].[F:1][CH2:2][CH2:3][O:4][CH2:5][c:6]1[cH:7][cH:8][c:9]([N:12]2[CH2:13][CH2:14][N:15]([C:18]([O:19][C:20]([CH3:21])([CH3:22])[CH3:23])=[O:24])[CH2:16][CH2:17]2)[cH:10][cH:11]1.[O:26]1[CH2:27][CH2:28][O:29][CH2:30][CH2:31]1>>[ClH:25].[F:1][CH2:2][CH2:3][O:4][CH2:5][c:6]1[cH:7][cH:8][c:9]([N:12]2[CH2:13][CH2:14][NH:15][CH2:16][CH2:17]2)[cH:10][cH:11]1. The reactants are C1CCOC1, COCc1ccc(C(=O)OC)o1, CC#N, C[Si](C)(C)[N-][Si](C)(C)C, Cl, [Li+]. Product: COCc1ccc(C(=O)CC#N)o1. Reaction SMILES: [CH2:27]1[O:28][CH2:29][CH2:30][CH2:31]1.[CH3:14][O:15][C:16](=[O:17])[c:18]1[o:19][c:20]([CH2:23][O:24][CH3:25])[cH:21][cH:22]1.[CH3:1][C:2]#[N:3].[CH3:4][Si:5]([N-:6][Si:7]([CH3:8])([CH3:9])[CH3:10])([CH3:11])[CH3:12].[ClH:26].[Li+:13]>>[CH2:1]([C:2]#[N:3])[C:16](=[O:15])[c:18]1[o:19][c:20]([CH2:23][O:24][CH3:25])[cH:21][cH:22]1. Starting materials: C([O-])([O-])=O.[K+].[K+] (Potassium carbonate), BrCCCCCBr (1,5-dibromopentane), C(C)OC(CC#N)=O (ethylcyanoacetate). Run in CN(C)C=O (DMF). Conditions: time 8 hour. Product: C(#N)C1(CCCCC1)C(=O)OCC (ethyl 1-cyanocyclohexanecarboxylate). RXN SMILES: C(=O)([O-])[O-].[K+].[K+].Br[CH2:8][CH2:9][CH2:10][CH2:11][CH2:12]Br.[CH2:14]([O:16][C:17](=[O:21])[CH2:18][C:19]#[N:20])[CH3:15]>CN(C=O)C>[C:19]([C:18]1([C:17]([O:16][CH2:14][CH3:15])=[O:21])[CH2:12][CH2:11][CH2:10][CH2:9][CH2:8]1)#[N:20] |f:0.1.2|. Procedure details: Potassium carbonate (30.4 g, 0.220 mol) and 1,5-dibromopentane (13.6 mL, 0.100 mol) were sequentially added to a solution of ethylcyanoacetate (10.6 mL, 0.100 mol) in DMF (100 mL), and the reaction was stirred overnight at ambient temperature. The reaction mixture was partitioned between water and ethyl acetate, and the organic fraction was separated, washed with water, dried over magnesium sulfate, filtered, and concentrated under reduced pressure to provide ethyl 1-cyanocyclohexanecarboxylate.